This data is from the Open Reaction Database (ORD), a public repository of structured organic reaction records. The task is: describe an organic reaction: reactants, conditions, products, and yield Starting materials: CC(=O)C=1C(=CC=CC1O)O (2,6-dihydroxyacetophenone), C1(=CC=CC=C1)OCC1CO1 (phenylglycidyl ether), [OH-].C(C1=CC=CC=C1)[N+](C)(C)C (benzyltrimethylammonium hydroxide), solution. Solvent: C(C)OCCO (2-ethoxyethanol). Yields the product OC(C)COC1=CC=CC=C1 (2-hydroxy-3-phenoxypropane). Reaction SMILES: CC(C1C(O)=CC=CC=1O)=O.[C:12]1([O:18][CH2:19][CH:20]2[O:22][CH2:21]2)[CH:17]=[CH:16][CH:15]=[CH:14][CH:13]=1.[OH-].C([N+](C)(C)C)C1C=CC=CC=1>C(OCCO)C>[OH:22][CH:20]([CH2:19][O:18][C:12]1[CH:17]=[CH:16][CH:15]=[CH:14][CH:13]=1)[CH3:21] |f:2.3|. Procedure: A solution of 2,6-dihydroxyacetophenone (15.2g.), phenylglycidyl ether (15.0 g) and benzyltrimethylammonium hydroxide (5 drops of a 40% solution) in 2-ethoxyethanol (75 ml) was heated under reflux for 48 hours. The solvent was removed under reduced pressure and the resulting solid was washed with ether. Recrystallization from aqueous ethanol gave 1-(2-acetyl-3-hydroxyphenoxy(-2-hydroxy-3-phenoxypropane, 19.0 g, as pale lemon needles, m.p. 100.5°-101.5° C. Reaction SMILES: [CH:1]([O:14][C:15]1[C:16]2[C:35](=[O:36])[N:34]([CH2:37][C:38]3[CH:43]=[CH:42][C:41]([F:44])=[CH:40][CH:39]=3)[CH2:33][C:17]=2[C:18](OS(C(F)(F)F)(=O)=O)=[C:19]2[C:24]=1[N:23]=[CH:22][CH:21]=[CH:20]2)([C:8]1[CH:13]=[CH:12][CH:11]=[CH:10][CH:9]=1)[C:2]1[CH:7]=[CH:6][CH:5]=[CH:4][CH:3]=1.C([O-])([O-])=O.[K+].[K+].[F:51][C:52]1[C:57](B(O)O)=[CH:56][CH:55]=[CH:54][N:53]=1.CCOC(C)=O.CCCCCC>C1(C)C=CC=CC=1.C(O)C.O.CCOC(C)=O.[Pd].C1(P(C2C=CC=CC=2)C2C=CC=CC=2)C=CC=CC=1.C1(P(C2C=CC=CC=2)C2C=CC=CC=2)C=CC=CC=1.C1(P(C2C=CC=CC=2)C2C=CC=CC=2)C=CC=CC=1.C1(P(C2C=CC=CC=2)C2C=CC=CC=2)C=CC=CC=1>[CH:1]([O:14][C:15]1[C:16]2[C:35](=[O:36])[N:34]([CH2:37][C:38]3[CH:39]=[CH:40][C:41]([F:44])=[CH:42][CH:43]=3)[CH2:33][C:17]=2[C:18]([C:57]2[C:52]([F:51])=[N:53][CH:54]=[CH:55][CH:56]=2)=[C:19]2[C:24]=1[N:23]=[CH:22][CH:21]=[CH:20]2)([C:8]1[CH:9]=[CH:10][CH:11]=[CH:12][CH:13]=1)[C:2]1[CH:7]=[CH:6][CH:5]=[CH:4][CH:3]=1 |f:1.2.3,5.6,11.12.13.14.15|. Procedure details: To a solution of trifluoro-methanesulfonic acid 9-benzhydryloxy-7-(4-fluoro-benzyl)-8-oxo-7,8-dihydro-6H-pyrrolo[3,4-g]quinolin-5-yl ester 46 (40 mg, 0.064 mmol) dissolved in toluene (3 mL)/ethanol (0.6 mL)/water (0.4 mL) was added K2CO3 (29 mg, 0.16 mmol), 2-fluoropyridine-3-boronic acid (18 mg, 0.128 mmol) and tetrakis-(triphenylphosphine)-palladium(0)(15 mg, 0.01 mmol). The reaction mixture in the flask was flashed with argon three times. It was then heated to 120° C. under argon 3 hours. The... The reactants are C(=O)([O-])[O-].[K+].[K+] (K2CO3), FC1=NC=CC=C1B(O)O (2-fluoropyridine-3-boronic acid), CCOC(=O)C.CCCCCC (EtOAc Hexane), C(C1=CC=CC=C1)(C1=CC=CC=C1)OC=1C2=C(C(=C3C=CC=NC13)OS(=O)(=O)C(F)(F)F)CN(C2=O)CC2=CC=C(C=C2)F (trifluoro-methanesulfonic acid 9-benzhydryloxy-7-(4-fluoro-benzyl)-8-oxo-7,8-dihydro-6H-pyrrolo[3,4-g]quinolin-5-yl ester). Yields the product C(C1=CC=CC=C1)(C1=CC=CC=C1)OC=1C2=C(C(=C3C=CC=NC13)C=1C(=NC=CC1)F)CN(C2=O)CC2=CC=C(C=C2)F (9-benzhydryloxy-7-(4-fluoro-benzyl)-5-(2-fluoro-pyridin-3-yl)-6,7-dihydro-pyrrolo[3,4-g]quinolin-8-one). Solvent: CCOC(=O)C (EtOAc), C1(=CC=CC=C1)C (toluene), C(C)O (ethanol), O (water). Reagents/catalysts: [Pd].C1(=CC=CC=C1)P(C1=CC=CC=C1)C1=CC=CC=C1.C1(=CC=CC=C1)P(C1=CC=CC=C1)C1=CC=CC=C1.C1(=CC=CC=C1)P(C1=CC=CC=C1)C1=CC=CC=C1.C1(=CC=CC=C1)P(C1=CC=CC=C1)C1=CC=CC=C1 (tetrakis-(triphenylphosphine)-palladium(0)). Run at temperature 120 celsius. Reactants: BrCC1=C(C(=O)OC(C)(C)C)C(=CC=C1)C (tert-butyl 2-bromomethyl-6-methylbenzoate), CC(CO)(CO)C (2,2-dimethylpropane-1,3-diol), OCCCOCC1=C(C(=O)OC(C)(C)C)C(=CC=C1)C (tert-butyl 2-(3-hydroxypropoxymethyl)-6-methylbenzoate). Product: OCC(COCC1=C(C(=O)OC(C)(C)C)C(=CC=C1)C)(C)C (tert-Butyl 2-(3-hydroxy-2,2-dimethylpropoxymethyl)-6-methylbenzoate). RXN SMILES: Br[CH2:2][C:3]1[CH:15]=[CH:14][CH:13]=[C:12]([CH3:16])[C:4]=1[C:5]([O:7][C:8]([CH3:11])([CH3:10])[CH3:9])=[O:6].[CH3:17][C:18]([CH3:23])([CH2:21][OH:22])[CH2:19][OH:20].OCCCOCC1C=CC=C(C)C=1C(OC(C)(C)C)=O>>[OH:20][CH2:19][C:18]([CH3:23])([CH3:17])[CH2:21][O:22][CH2:2][C:3]1[CH:15]=[CH:14][CH:13]=[C:12]([CH3:16])[C:4]=1[C:5]([O:7][C:8]([CH3:11])([CH3:10])[CH3:9])=[O:6]. Procedure details: tert-Butyl 2-(3-hydroxy-2,2-dimethylpropoxymethyl)-6-methylbenzoate is prepared from tert-butyl 2-bromomethyl-6-methylbenzoate and 2,2-dimethylpropane-1,3-diol in analogy to the synthesis of tert-butyl 2-(3-hydroxypropoxymethyl)-6-methylbenzoate. The solvent is O1CCCC1 (tetrahydrofuran). Reaction SMILES: [C:1](/[C:4](/[CH3:31])=[CH:5]/[C:6]1[CH:14]=[C:13]2[C:9]([C:10]([CH2:28][CH2:29][CH3:30])=[CH:11][N:12]2[CH2:15][C:16]2[CH:25]=[CH:24][C:19]([C:20]([O:22][CH3:23])=[O:21])=[CH:18][C:17]=2[O:26][CH3:27])=[CH:8][CH:7]=1)([OH:3])=[O:2]>[Pd].O1CCCC1>[C:1]([CH:4]([CH3:31])[CH2:5][C:6]1[CH:14]=[C:13]2[C:9]([C:10]([CH2:28][CH2:29][CH3:30])=[CH:11][N:12]2[CH2:15][C:16]2[CH:25]=[CH:24][C:19]([C:20]([O:22][CH3:23])=[O:21])=[CH:18][C:17]=2[O:26][CH3:27])=[CH:8][CH:7]=1)([OH:3])=[O:2]. Yield: 96.9%. Reagents/catalysts: [Pd] (palladium on carbon). Reported procedure: Methyl E-4-[6-(2-carboxyprop-1-enyl)-3-propylindol-1-ylmethyl]-3-methoxybenzoate (1.15 g) with palladium on carbon (10% w/w, 0.2 g) in dry tetrahydrofuran (50 ml) was hydrogenated at 2.0 bar. The mixture was filtered through a pad of diatomaceous earth and evaporated to give methyl 4-[6-(2-carboxypropyl)-3-propylindol-1-ylmethyl]-3-methoxybenzoate (1.12 g, 97%) as an oil; partial NMR (300 MHz, DMSO-d6): 0.93(t, 3H, CH2CH3), 0.98(d, 3H, CH(CH3)), 1.63(m, 2H, CH2CH3), 2.60(m, 4H, CH2CH2CH3, CHCH2)... Reactants: C(=O)(O)/C(=C/C1=CC=C2C(=CN(C2=C1)CC1=C(C=C(C(=O)OC)C=C1)OC)CCC)/C (Methyl E-4-[6-(2-carboxyprop-1-enyl)-3-propylindol-1-ylmethyl]-3-methoxybenzoate). Product: C(=O)(O)C(CC1=CC=C2C(=CN(C2=C1)CC1=C(C=C(C(=O)OC)C=C1)OC)CCC)C (methyl 4-[6-(2-carboxypropyl)-3-propylindol-1-ylmethyl]-3-methoxybenzoate). The reactants are C/C(=N\[Si](C)(C)C)/O[Si](C)(C)C (N,O-Bis(trimethylsilyl)acetamide), ClC1=CC=C(C=C1)N[C@H]([C@H](C(N1C(OC[C@@H]1C1=CC=CC=C1)=O)=O)SCC1(OCC(CO1)(C)C)C1=CC=C(C=C1)Cl)C1=CC=C(OCC(=O)OC(C)(C)C)C=C1 (tert-Butyl (4-{(1S,2R)-1-[(4-chlorophenyl)amino]-2-({[2-(4-chlorophenyl)-5,5-dimethyl-1,3-dioxan-2-yl]methyl}thio)-3-oxo-3-[(4S)-2-oxo-4-phenyl-1,3-oxazolidin-3-yl]propyl}phenoxy)acetate), [F-].C(CCC)[N+](CCCC)(CCCC)CCCC (tetrabutylammonium fluoride). Run in C1(=CC=CC=C1)C (toluene). Reaction conditions: temperature 90 celsius, time 1 hour. Yields the product ClC1=CC=C(C=C1)N1[C@@H]([C@H](C1=O)SCC1(OCC(CO1)(C)C)C1=CC=C(C=C1)Cl)C1=CC=C(OCC(=O)OC(C)(C)C)C=C1 (tert-Butyl {4-[(2R,3R)-1-(4-chlorophenyl)-3-({[2-(4-chlorophenyl)-5,5-dimethyl-1,3-dioxan-2-yl]methyl}thio)-4-oxoazetidin-2-yl]phenoxy}acetate). RXN SMILES: [Cl:1][C:2]1[CH:7]=[CH:6][C:5]([NH:8][C@@H:9]([C:42]2[CH:56]=[CH:55][C:45]([O:46][CH2:47][C:48]([O:50][C:51]([CH3:54])([CH3:53])[CH3:52])=[O:49])=[CH:44][CH:43]=2)[C@@H:10]([S:25][CH2:26][C:27]2([C:35]3[CH:40]=[CH:39][C:38]([Cl:41])=[CH:37][CH:36]=3)[O:32][CH2:31][C:30]([CH3:34])([CH3:33])[CH2:29][O:28]2)[C:11](=[O:24])N2[C@@H](C3C=CC=CC=3)COC2=O)=[CH:4][CH:3]=1.C/C(/O[Si](C)(C)C)=N\[Si](C)(C)C.[F-].C([N+](CCCC)(CCCC)CCCC)CCC>C1(C)C=CC=CC=1>[Cl:1][C:2]1[CH:3]=[CH:4][C:5]([N:8]2[C:11](=[O:24])[C@H:10]([S:25][CH2:26][C:27]3([C:35]4[CH:40]=[CH:39][C:38]([Cl:41])=[CH:37][CH:36]=4)[O:28][CH2:29][C:30]([CH3:33])([CH3:34])[CH2:31][O:32]3)[C@H:9]2[C:42]2[CH:43]=[CH:44][C:45]([O:46][CH2:47][C:48]([O:50][C:51]([CH3:53])([CH3:54])[CH3:52])=[O:49])=[CH:55][CH:56]=2)=[CH:6][CH:7]=1 |f:2.3|. Procedure: tert-Butyl (4-{(1S,2R)-1-[(4-chlorophenyl)amino]-2-({[2-(4-chlorophenyl)-5,5-dimethyl-1,3-dioxan-2-yl]methyl}thio)-3-oxo-3-[(4S)-2-oxo-4-phenyl-1,3-oxazolidin-3-yl]propyl}phenoxy)acetate (1.69 g, 2.06 mmol) was dissolved in dry toluene (140 ml) and heated to 90° C. under inert atmosphere. N,O-Bis(trimethylsilyl)acetamide (BSA, 1.48 ml, 6.05 mmol) was added and the mixture was stirred at 90° C. for one hour. The mixture was cooled to 45° C. and tetrabutylammonium fluoride (TBAF, 0.1 g) was added ... The reactants are BrC=1C=C(C=2N(C1)C=CN2)C (6-Bromo-8-methyl-imidazo[1,2-a]pyridine), FC(C1=CC=C(C=C1)B(O)O)(F)F (4-(trifluoromethyl)phenylboronic acid), C(=O)([O-])[O-].[Na+].[Na+] (Na2CO3). Reagents/catalysts: C=1C=CC(=CC1)[P](C=2C=CC=CC2)(C=3C=CC=CC3)[Pd]([P](C=4C=CC=CC4)(C=5C=CC=CC5)C=6C=CC=CC6)([P](C=7C=CC=CC7)(C=8C=CC=CC8)C=9C=CC=CC9)[P](C=1C=CC=CC1)(C=1C=CC=CC1)C=1C=CC=CC1 (Pd(PPh3)4). Run in COCCOC (DME), O (water). Reaction conditions: temperature 23 celsius. The product is CC=1C=2N(C=C(C1)C1=CC=C(C=C1)C(F)(F)F)C=CN2 (8-Methyl-6-(4-trifluoromethyl-phenyl)-imidazo[1,2-a]pyridine). Isolated yield 90.9%. As a reaction SMILES: Br[C:2]1[CH:3]=[C:4]([CH3:11])[C:5]2[N:6]([CH:8]=[CH:9][N:10]=2)[CH:7]=1.[F:12][C:13]([F:24])([F:23])[C:14]1[CH:19]=[CH:18][C:17](B(O)O)=[CH:16][CH:15]=1.C([O-])([O-])=O.[Na+].[Na+]>COCCOC.O.C1C=CC([P]([Pd]([P](C2C=CC=CC=2)(C2C=CC=CC=2)C2C=CC=CC=2)([P](C2C=CC=CC=2)(C2C=CC=CC=2)C2C=CC=CC=2)[P](C2C=CC=CC=2)(C2C=CC=CC=2)C2C=CC=CC=2)(C2C=CC=CC=2)C2C=CC=CC=2)=CC=1>[CH3:11][C:4]1[C:5]2[N:6]([CH:8]=[CH:9][N:10]=2)[CH:7]=[C:2]([C:17]2[CH:18]=[CH:19][C:14]([C:13]([F:24])([F:23])[F:12])=[CH:15][CH:16]=2)[CH:3]=1 |f:2.3.4,^1:41,43,62,81|. Reported procedure: A mixture of 6-bromo-8-methyl-imidazo[1,2-a]pyridine (example C.20 step 1) (7.0 g, 33 mmol), commercially available 4-(trifluoromethyl)phenylboronic acid (6.929 g, 36 mmol), Pd(PPh3)4 (383 mg, 1 mol %) and 1M Na2CO3-solution (77 mL, 77 mmol) in DME (150 mL) was stirred at reflux for 1 h. Cooled to 23° C., diluted with water, extracted with EtOAc, washed the organic layer with brine, dried over MgSO4. Removal of the solvent in vacuum left a brown solid, which was purified by silica gel column chr... Procedure: A solution of 3-hydroxy-4-methoxyacetophenone (0.070 g, 0.421 mmol), (benzo[c][1,2,5]oxadiazol-5-yl)methoxyamine hydrochloride (0.126 g, 0.625 mmol) and pyridine (0.16 ml, 1.98 mmol) in ethanol (6 ml) was stirred at reflux under nitrogen for 4 h and cooled to room temperature. The solution was concentrated to a yellow oil which was diluted with water. The resultant suspension was extracted with dichloromethane (×3). The combined organic phases were washed with water, dried over magnesium sulphat... Isolated yield 90.2%. Product: N=1ON=C2C1C=CC(=C2)CON=C(C)C2=CC(=C(C=C2)OC)O (1-(3-hydroxy-4-methoxyphenyl)ethanone-O -[(benzo[c][1,2,5]oxadiazol-5-yl)methyl]oxime). RXN SMILES: [CH3:1][C:2]([C:4]1[CH:9]=[CH:8][C:7]([O:10][CH3:11])=[C:6]([OH:12])[CH:5]=1)=O.Cl.[N:14]1[O:15][N:16]=[C:17]2[CH:22]=[C:21]([CH2:23][O:24][NH2:25])[CH:20]=[CH:19][C:18]=12.N1C=CC=CC=1>C(O)C>[N:14]1[O:15][N:16]=[C:17]2[CH:22]=[C:21]([CH2:23][O:24][N:25]=[C:2]([C:4]3[CH:9]=[CH:8][C:7]([O:10][CH3:11])=[C:6]([OH:12])[CH:5]=3)[CH3:1])[CH:20]=[CH:19][C:18]=12 |f:1.2|. Reactants: CC(=O)C1=CC(=C(C=C1)OC)O (3-hydroxy-4-methoxyacetophenone), Cl.N=1ON=C2C1C=CC(=C2)CON ((benzo[c][1,2,5]oxadiazol-5-yl)methoxyamine hydrochloride), N1=CC=CC=C1 (pyridine). Run in C(C)O (ethanol). Reactants: [OH-].[Na+] (NaOH), solution, CN1N=C(C=C1C)C1=NC(=NO1)C(=O)OCC (Ethyl 5-(1,5-dimethyl-1H-pyrazol-3-yl)-1,2,4-oxadiazole-3-carboxylate). Run in C(C)O (ethanol). Conditions: temperature 0 celsius, time 8 hour. Product: CN1N=C(C=C1C)C1=NC(=NO1)C(=O)O (5-(1,5-Dimethyl-1H-pyrazol-3-yl)-1,2,4-oxadiazole-3-carboxylic acid). Yield: 133.8%. As a reaction SMILES: [CH3:1][N:2]1[C:6]([CH3:7])=[CH:5][C:4]([C:8]2[O:12][N:11]=[C:10]([C:13]([O:15]CC)=[O:14])[N:9]=2)=[N:3]1.[OH-].[Na+]>C(O)C>[CH3:1][N:2]1[C:6]([CH3:7])=[CH:5][C:4]([C:8]2[O:12][N:11]=[C:10]([C:13]([OH:15])=[O:14])[N:9]=2)=[N:3]1 |f:1.2|. Procedure details: Ethyl 5-(1,5-dimethyl-1H-pyrazol-3-yl)-1,2,4-oxadiazole-3-carboxylate (1.206 mmol, 0.285 g) was dissolved in ethanol (7 ml) and cooled to 0° C. with an ice bath. NaOH 1 M solution (3 ml) was added, the ice bath was removed and the mixture was heated to 60° C. for 1.5 h. Ethanol was evaporated and the residue was diluted with MTBE. The mixture was again cooled with an ice bath and acidified with 2 M HCl. The mixture was warmed to RT and stirred overnight. Water, MTBE and DCM were added, but the p...